Dataset: the Open Reaction Database (ORD), a public repository of structured organic reaction records. Task: describe an organic reaction: reactants, conditions, products, and yield Procedure details: To a solution of 6-chloro-3-hydroxymethyl-4-methoxy-2-methyl-1(2H)-isoquinolinone (0.76 g, 3 mmol) in tetrahydrofuran (20 ml) was added thionyl chloride (0.26 ml, 3.6 mmol). The obtained mixture was refluxed under heating for 2 h. The reaction mixture was poured into saturated aqueous sodium hydrogencarbonate solution, extracted with ethyl acetate. The extract was washed with brine, dried over anhydrous magnesium sulfate and concentrated under reduced pressure to give 6-chloro-3-chloromethyl-4-m... Yields the product ClC=1C=C2C(=C(N(C(C2=CC1)=O)C)CCl)OC (6-chloro-3-chloromethyl-4-methoxy-2-methyl-1(2H)-isoquinolinone). Reaction SMILES: [Cl:1][C:2]1[CH:3]=[C:4]2[C:9](=[CH:10][CH:11]=1)[C:8](=[O:12])[N:7]([CH3:13])[C:6]([CH2:14]O)=[C:5]2[O:16][CH3:17].S(Cl)([Cl:20])=O.C(=O)([O-])O.[Na+]>O1CCCC1>[Cl:1][C:2]1[CH:3]=[C:4]2[C:9](=[CH:10][CH:11]=1)[C:8](=[O:12])[N:7]([CH3:13])[C:6]([CH2:14][Cl:20])=[C:5]2[O:16][CH3:17] |f:2.3|. Isolated yield 89.4%. Reactants: ClC=1C=C2C(=C(N(C(C2=CC1)=O)C)CO)OC (6-chloro-3-hydroxymethyl-4-methoxy-2-methyl-1(2H)-isoquinolinone), S(=O)(Cl)Cl (thionyl chloride), C(O)([O-])=O.[Na+] (sodium hydrogencarbonate). Solvent: O1CCCC1 (tetrahydrofuran). The reactants are C(C)(=O)NC(C(=O)OCC)(C(=O)OCC)C\C=C\C (diethyl (E)-2-acetamido-2-(2-butenyl)malonate), [OH-].[Na+] (sodium hydroxide). Conditions: temperature 60 celsius, time 2 hour. Procedure: 39.63 g (146 mmol) of diethyl (E)-2-acetamido-2-(2-butenyl)malonate were dissolved in 200 ml of ethanol and a solution of 19.24 g (481 mmol) of sodium hydroxide in 100 ml of water was added. The mixture was stirred for 2 hours at 60° C., evaporated to dryness under a vacuum and theresidue was partitioned between diethyl ether and water. The aqueous phase was acidified with 2M hydrochloric acid and extracted with ethyl acetate. The organic phase was dried over magnesium sulphate and the solvent w... Product: C(C)(=O)NC(C(=O)O)(C(=O)O)C\C=C\C ((E)-2-acetamido-2-(2-butenyl)malonic acid). As a reaction SMILES: [C:1]([NH:4][C:5]([CH2:16]/[CH:17]=[CH:18]/[CH3:19])([C:11]([O:13]CC)=[O:12])[C:6]([O:8]CC)=[O:7])(=[O:3])[CH3:2].[OH-].[Na+]>C(O)C.O>[C:1]([NH:4][C:5]([CH2:16]/[CH:17]=[CH:18]/[CH3:19])([C:11]([OH:13])=[O:12])[C:6]([OH:8])=[O:7])(=[O:3])[CH3:2] |f:1.2|. Isolated yield 83.1%. Run in C(C)O (ethanol), O (water). Reactants: NC=1C=C(OC=2N=C(C(=NC2CC)C(=O)N)NC2=CC=C(C=C2)N2C[C@H](N(CC2)C)CO)C=CC1 (5-(3-aminophenoxy)-6-ethyl-3-({4-[(3S)-3-(hydroxymethyl)-4-methylpiperazin-1-yl]phenyl}amino)pyrazine-2-carboxamide), C(C)(C)N(CC)C(C)C (diisopropylethylamine), ClCCl (dichloromethane), O (water), C(C=C)(=O)Cl (acryloyl chloride). Run in C(Cl)(Cl)Cl (chloroform). Run at time 2 hour. Yields the product C(C=C)(=O)OC[C@H]1N(CCN(C1)C1=CC=C(C=C1)NC1=NC(=C(N=C1C(N)=O)CC)OC1=CC(=CC=C1)NC(C=C)=O)C ({(2S)-4-[4-({6-[3-(acryloylamino)phenoxy]-3-carbamoyl-5-ethylpyrazin-2-yl}amino)phenyl]-1-methylpiperazin-2-yl}methyl acrylate). Reaction SMILES: [NH2:1][C:2]1[CH:3]=[C:4]([CH:33]=[CH:34][CH:35]=1)[O:5][C:6]1[N:7]=[C:8]([NH:17][C:18]2[CH:23]=[CH:22][C:21]([N:24]3[CH2:29][CH2:28][N:27]([CH3:30])[C@H:26]([CH2:31][OH:32])[CH2:25]3)=[CH:20][CH:19]=2)[C:9]([C:14]([NH2:16])=[O:15])=[N:10][C:11]=1[CH2:12][CH3:13].C(N([CH:42]([CH3:44])[CH3:43])CC)(C)C.ClCCl.[C:48](Cl)(=[O:51])[CH:49]=[CH2:50].[OH2:53]>C(Cl)(Cl)Cl>[C:48]([O:32][CH2:31][C@@H:26]1[CH2:25][N:24]([C:21]2[CH:20]=[CH:19][C:18]([NH:17][C:8]3[C:9]([C:14](=[O:15])[NH2:16])=[N:10][C:11]([CH2:12][CH3:13])=[C:6]([O:5][C:4]4[CH:33]=[CH:34][CH:35]=[C:2]([NH:1][C:44](=[O:53])[CH:42]=[CH2:43])[CH:3]=4)[N:7]=3)=[CH:23][CH:22]=2)[CH2:29][CH2:28][N:27]1[CH3:30])(=[O:51])[CH:49]=[CH2:50]. Reported procedure: To a mixture of 5-(3-aminophenoxy)-6-ethyl-3-({4-[(3S)-3-(hydroxymethyl)-4-methylpiperazin-1-yl]phenyl}amino)pyrazine-2-carboxamide (210 mg), diisopropylethylamine (301 μL), and dichloromethane (6.3 mL) was added acryloyl chloride (107 μL) under ice-cooling, followed by stirring for 2 hours. To the reactant were added water and chloroform, followed by liquid separation. The organic phase was washed with saturated brine and dried over anhydrous magnesium sulfate, and then the solvent was evaporat...